This data is from the Open Reaction Database (ORD), a public repository of structured organic reaction records. The task is: describe an organic reaction: reactants, conditions, products, and yield The reactants are COC(=O)C1=CC=2C(=NC=C(N2)SC)N1CC1=CC=C(C=C1)F (5-(4-fluorobenzyl)-2-methylthio-5H-pyrrolo[2,3-b]pyrazine-6-carboxylic acid methyl ester), OOS(=O)[O-].[K+] (OXONE), O1CCCC1 (tetrahydrofuran), OOS(=O)[O-].[K+] (OXONE). Run in CO (methanol), O (water). Reaction conditions: temperature 22.5 celsius, time 4 hour. The product is COC(=O)C1=CC=2C(=NC=C(N2)S(=O)(=O)C)N1CC1=CC=C(C=C1)F (5-(4-fluorobenzyl)-2-methanesulfonyl-5H-pyrrolo[2,3-b]pyrazine-6-carboxylic acid methyl ester). Isolated yield 73.0%. RXN SMILES: [CH3:1][O:2][C:3]([C:5]1[N:15]([CH2:16][C:17]2[CH:22]=[CH:21][C:20]([F:23])=[CH:19][CH:18]=2)[C:8]2=[N:9][CH:10]=[C:11](SC)[N:12]=[C:7]2[CH:6]=1)=[O:4].O[O:25][S:26]([O-:28])=O.[K+].O1CCC[CH2:31]1>CO.O>[CH3:1][O:2][C:3]([C:5]1[N:15]([CH2:16][C:17]2[CH:18]=[CH:19][C:20]([F:23])=[CH:21][CH:22]=2)[C:8]2=[N:9][CH:10]=[C:11]([S:26]([CH3:31])(=[O:28])=[O:25])[N:12]=[C:7]2[CH:6]=1)=[O:4] |f:1.2|. Procedure details: To a suspension of the compound obtained in Example 34 (7) (1.06 g) in tetrahydrofuran (40 ml), methanol (40 ml) and water (20 ml), OXONE (2.16 g) was added at 0° C. and the mixture was stirred at 15 to 30° C. for 4 hours. Further, OXONE (1.08 g) was added thereto and the mixture was stirred at 15 to 30° C. for 1 hour. After completion of the reaction, the reaction solution was concentrated and poured into a saturated aqueous sodium hydrogencarbonate solution. The mixture was extracted with ethy... The reactants are CN(CCCC(=O)O)C(=O)OCc1ccccc1, ClCCCl, COc1ccc(OC)c(N)c1N, CN(C)c1ccncc1, CCN(C(C)C)C(C)C, ClCCl, On1nnc2ccccc21. The product is COc1ccc(OC)c(NC(=O)CCCN(C)C(=O)OCc2ccccc2)c1N. RXN SMILES: [CH2:1]([c:2]1[cH:3][cH:4][cH:5][cH:6][cH:7]1)[O:8][C:9](=[O:10])[N:11]([CH2:12][CH2:13][CH2:14][C:15](=[O:16])[OH:17])[CH3:18].[CH2:62]([Cl:63])[CH2:64][Cl:65].[CH3:38][O:39][c:40]1[c:41]([NH2:49])[c:42]([NH2:48])[c:43]([O:46][CH3:47])[cH:44][cH:45]1.[CH3:53][N:54]([c:55]1[cH:56][cH:57][n:58][cH:59][cH:60]1)[CH3:61].[CH:19]([N:20]([CH2:21][CH3:22])[CH:23]([CH3:24])[CH3:25])([CH3:26])[CH3:27].[Cl:50][CH2:51][Cl:52].[OH:28][n:29]1[c:30]2[c:31]([cH:32][cH:33][cH:34][cH:35]2)[n:36][n:37]1>>[CH2:1]([c:2]1[cH:3][cH:4][cH:5][cH:6][cH:7]1)[O:8][C:9](=[O:10])[N:11]([CH2:12][CH2:13][CH2:14][C:15](=[O:17])[NH:48][c:42]1[c:41]([NH2:49])[c:40]([O:39][CH3:38])[cH:45][cH:44][c:43]1[O:46][CH3:47])[CH3:18].